From a dataset of the Open Reaction Database (ORD), a public repository of structured organic reaction records. describe an organic reaction: reactants, conditions, products, and yield Starting materials: C(CCCC)OC1=CC=C(C=C1)C1=CC=C(C=C1)[C@@H](C[C@@H](C(=O)O)CCCC1=CC=CC=C1)O ([2S, 4R]-4-[4-(4-pentyloxyphenyl)phenyl]-4-hydroxy-2-(3-phenylpropyl)-butanoic acid), C(CCCC)OC1=CC=C(C=C1)C1=CC=C(C=C1)[C@H](C[C@@H](C(=O)O)CCCC1=CC=CC=C1)O ([2S, 4S]-4-[4-(4-pentyloxyphenyl)phenyl]-4-hydroxy-2-(3-phenylpropyl)-butanoic acid). Yields the product C(CCCC)OC1=CC=C(C=C1)C1=CC=C(C=C1)C(CC(C(=O)O)CCCC1=CC=CC=C1)O (4-[4-(4-pentyloxyphenyl)phenyl]-4-hydroxy-2-(3-phenylpropyl)butanoic acid). As a reaction SMILES: [CH2:1]([O:6][C:7]1[CH:12]=[CH:11][C:10]([C:13]2[CH:18]=[CH:17][C:16]([C@H:19]([OH:34])[CH2:20][C@H:21]([CH2:25][CH2:26][CH2:27][C:28]3[CH:33]=[CH:32][CH:31]=[CH:30][CH:29]=3)[C:22]([OH:24])=[O:23])=[CH:15][CH:14]=2)=[CH:9][CH:8]=1)[CH2:2][CH2:3][CH2:4][CH3:5].C(OC1C=CC(C2C=CC([C@@H](O)C[C@H](CCCC3C=CC=CC=3)C(O)=O)=CC=2)=CC=1)CCCC>>[CH2:1]([O:6][C:7]1[CH:8]=[CH:9][C:10]([C:13]2[CH:18]=[CH:17][C:16]([CH:19]([OH:34])[CH2:20][CH:21]([CH2:25][CH2:26][CH2:27][C:28]3[CH:29]=[CH:30][CH:31]=[CH:32][CH:33]=3)[C:22]([OH:24])=[O:23])=[CH:15][CH:14]=2)=[CH:11][CH:12]=1)[CH2:2][CH2:3][CH2:4][CH3:5]. Procedure: the more active of the compounds [2S, 4R]-4-[4-(4-pentyloxyphenyl)phenyl]-4-hydroxy-2-(3-phenylpropyl)-butanoic acid and [2S, 4S]-4-[4-(4-pentyloxyphenyl)phenyl]-4-hydroxy-2-(3-phenylpropyl)-butanoic acid; RXN SMILES: [Br:1][c:2]1[cH:3][cH:4][c:5]([O:6][C:7]([C:8](=[O:9])[OH:10])([CH3:11])[CH3:12])[cH:13][cH:14]1.[CH2:27]1[CH2:30][CH2:29][CH2:28][O:31]1.[CH3:16][Mg+:17].[ClH:26].[I-:15].[N:18]#[C:19][c:20]1[cH:21][cH:22][cH:23][cH:24][cH:25]1>>[c:2]1([C:19]([c:20]2[cH:21][cH:22][cH:23][cH:24][cH:25]2)=[O:31])[cH:3][cH:4][c:5]([O:6][C:7]([C:8](=[O:9])[OH:10])([CH3:11])[CH3:12])[cH:13][cH:14]1. The reactants are CC(C)(Oc1ccc(Br)cc1)C(=O)O, C1CCOC1, C[Mg+], Cl, [I-], N#Cc1ccccc1. The product is CC(C)(Oc1ccc(C(=O)c2ccccc2)cc1)C(=O)O. Yields the product N#CCc1ccccc1Br. The reactants are BrCc1ccccc1Br, CCO, N#C[Na], O. RXN SMILES: [Br:4][c:5]1[c:6]([CH2:7][Br:8])[cH:9][cH:10][cH:11][cH:12]1.[CH3:14][CH2:15][OH:16].[Na:1][C:2]#[N:3].[OH2:13]>>[C:2](#[N:3])[CH2:7][c:6]1[c:5]([Br:4])[cH:12][cH:11][cH:10][cH:9]1. Reactants: CI, CN(C)C=O, [H-], [Na+], O, N#CC1(c2c[nH]c3ccccc23)CC1. Product: Cn1cc(C2(C#N)CC2)c2ccccc21. RXN SMILES: [CH3:17][I:18].[CH3:20][N:21]([CH3:22])[CH:23]=[O:24].[H-:15].[Na+:16].[OH2:19].[nH:1]1[cH:2][c:3]([C:10]2([C:13]#[N:14])[CH2:11][CH2:12]2)[c:4]2[cH:5][cH:6][cH:7][cH:8][c:9]12>>[n:1]1([CH3:17])[cH:2][c:3]([C:10]2([C:13]#[N:14])[CH2:11][CH2:12]2)[c:4]2[cH:5][cH:6][cH:7][cH:8][c:9]12. Starting materials: C(C)O (ethanol), [H-].[Na+] (Sodium hydride), CN1C(=NC=2C=NC=3C=CC(=CC3C21)O)C (1,2-dimethyl-1H-imidazo[4,5-c]quinolin-8-ol), BrCC(=O)OCC (ethyl bromoacetate). Solvent: CN(C)C=O (DMF). Run at time 30 minute. Product: CN1C(=NC=2C=NC=3C=CC(=CC3C21)OCC(=O)OCC)C (ethyl 2-[(1,2-dimethyl-1H-imidazo[4,5-c]quinolin-8-yl)oxy]acetate). Isolated yield 47.1%. As a reaction SMILES: [H-].[Na+].[CH3:3][N:4]1[C:16]2[C:15]3[CH:14]=[C:13]([OH:17])[CH:12]=[CH:11][C:10]=3[N:9]=[CH:8][C:7]=2[N:6]=[C:5]1[CH3:18].Br[CH2:20][C:21]([O:23][CH2:24][CH3:25])=[O:22].C(O)C>CN(C=O)C>[CH3:3][N:4]1[C:16]2[C:15]3[CH:14]=[C:13]([O:17][CH2:20][C:21]([O:23][CH2:24][CH3:25])=[O:22])[CH:12]=[CH:11][C:10]=3[N:9]=[CH:8][C:7]=2[N:6]=[C:5]1[CH3:18] |f:0.1|. Procedure details: Sodium hydride (0.61 g, 15 mmol, available as a 60% dispersion in mineral oil) was added to a solution of 1,2-dimethyl-1H-imidazo[4,5-c]quinolin-8-ol (2.5 g, 12 mmol) in DMF. The reaction mixture was stirred for 30 minutes, and ethyl bromoacetate (1.96 g, 11.7 mmol) was added. The stirring was continued for five hours, and a small volume of ethanol was added. The volatiles were removed under reduced pressure, and the residue was dissolved in dichloromethane. The resulting solution was washed thr... The product is C(C1=CC(O)=C(O)C(O)=C1)(=O)O.O[C@H]1[C@H](O)[C@@H](O)[C@H](O)[C@H](O1)CO (β-glucose gallate). Reactants: C(C1=CC(O)=C(O)C(O)=C1)(=O)O.O[C@@H]1[C@H](O)[C@@H](O)[C@H](O)[C@H](O1)CO (α-glucose gallate). Procedure details: Next, hydrogenation was carried out using a palladium hydroxide charcoal catalyst for deprotection of benzyl groups. Thus, a mixture of α-glucose gallate and β-glucose gallate was obtained. Palladium hydroxide was removed via Celite filtration. The obtained mixture was subjected to separation using 10% liquid B comprising eluent A (a 0.1% acetic acid aqueous solution) and eluent B (a 90% methanol aqueous solution) by fractionation HPLC (Develosil C30; 10×250 mm; Nomura Chemical) (for 40 minutes)... The reagents and catalysts are [OH-].[OH-].[Pd+2] (palladium hydroxide charcoal). Reaction SMILES: [C:1]([OH:12])(=[O:11])[C:2]1[CH:10]=[C:8]([OH:9])[C:6]([OH:7])=[C:4]([OH:5])[CH:3]=1.[OH:13][C@H:14]1[O:22][C@H:21]([CH2:23][OH:24])[C@@H:19]([OH:20])[C@H:17]([OH:18])[C@H:15]1[OH:16]>[OH-].[OH-].[Pd+2]>[C:1]([OH:12])(=[O:11])[C:2]1[CH:10]=[C:8]([OH:9])[C:6]([OH:7])=[C:4]([OH:5])[CH:3]=1.[OH:13][C@@H:14]1[O:22][C@H:21]([CH2:23][OH:24])[C@@H:19]([OH:20])[C@H:17]([OH:18])[C@H:15]1[OH:16] |f:0.1,2.3.4,5.6|. The reactants are ClC1=CC=C(C=C1)C(CCCCN1CCC(CC1)C=1C=C(C=CC1)NC(C(C)C)=O)=O (N-(3-{1-[5-(4-chlorophenyl)-5-oxopentyl]-4-piperidinyl}phenyl)-2-methylpropanamide), Cl.COC1=CC=C(C=C1)NN (4-methoxyphenylhydrazine hydrochloride). The product is ClC1=CC=C(C=C1)C=1NC2=CC=C(C=C2C1CCCN1CCC(CC1)C=1C=C(C=CC1)NC(C(C)C)=O)OC (N-[3-(1-{3-[2-(4-CHLOROPHENYL)-5-METHOXY-1H-INDOL-3-YL]PROPYL}-4-PIPERIDINYL)PHENYL]-2-METHYLPROPANAMIDE). As a reaction SMILES: [Cl:1][C:2]1[CH:7]=[CH:6][C:5]([C:8](=O)[CH2:9][CH2:10][CH2:11][CH2:12][N:13]2[CH2:18][CH2:17][CH:16]([C:19]3[CH:20]=[C:21]([NH:25][C:26](=[O:30])[CH:27]([CH3:29])[CH3:28])[CH:22]=[CH:23][CH:24]=3)[CH2:15][CH2:14]2)=[CH:4][CH:3]=1.Cl.[CH3:33][O:34][C:35]1[CH:40]=[CH:39][C:38]([NH:41]N)=[CH:37][CH:36]=1>>[Cl:1][C:2]1[CH:3]=[CH:4][C:5]([C:8]2[NH:41][C:38]3[C:39]([C:9]=2[CH2:10][CH2:11][CH2:12][N:13]2[CH2:18][CH2:17][CH:16]([C:19]4[CH:20]=[C:21]([NH:25][C:26](=[O:30])[CH:27]([CH3:28])[CH3:29])[CH:22]=[CH:23][CH:24]=4)[CH2:15][CH2:14]2)=[CH:40][C:35]([O:34][CH3:33])=[CH:36][CH:37]=3)=[CH:6][CH:7]=1 |f:1.2|. Procedure details: Prepared by Procedure E and Scheme M using N-(3-{1-[5-(4-chlorophenyl)-5-oxopentyl]-4-piperidinyl}phenyl)-2-methylpropanamide and 4-methoxyphenylhydrazine hydrochloride: ESMS m/e: 544.2 (M+H)+. Starting materials: CC(=O)OI1(C=2C=CC=CC2C(=O)O1)(OC(=O)C)OC(=O)C (Dess-Martin periodinane), C(Cl)Cl (CH2Cl2), CC(=O)OI1(C=2C=CC=CC2C(=O)O1)(OC(=O)C)OC(=O)C (Dess-Martin periodinane), BrC=1SC2=C(N1)C=C(C(=C2OS(=O)(=O)C(F)(F)F)C(C(=O)OCC)=O)C (ethyl 2-(2-bromo-5-methyl-7-(trifluoromethylsulfonyloxy)benzo[d]thiazol-6-yl)-2-oxoacetate). Run at temperature 0 celsius, time 2 hour. Product: ClC=1SC2=C(N1)C=C(C(=C2OS(=O)(=O)C(F)(F)F)C(C(=O)OCC)=O)C (ethyl 2-(2-chloro-5-methyl-7-(trifluoromethylsulfonyloxy)benzo[d]thiazol-6-yl)-2-oxoacetate). As a reaction SMILES: CC(OI1(OC(C)=O)(OC(C)=O)OC(=O)C2C=CC=CC1=2)=O.Br[C:24]1[S:25][C:26]2[C:32]([O:33][S:34]([C:37]([F:40])([F:39])[F:38])(=[O:36])=[O:35])=[C:31]([C:41](=[O:47])[C:42]([O:44][CH2:45][CH3:46])=[O:43])[C:30]([CH3:48])=[CH:29][C:27]=2[N:28]=1.C(Cl)[Cl:50]>>[Cl:50][C:24]1[S:25][C:26]2[C:32]([O:33][S:34]([C:37]([F:40])([F:39])[F:38])(=[O:36])=[O:35])=[C:31]([C:41](=[O:47])[C:42]([O:44][CH2:45][CH3:46])=[O:43])[C:30]([CH3:48])=[CH:29][C:27]=2[N:28]=1. Reported procedure: The above residue was dissolved in CH2Cl2 (33 mL), cooled to 0° C. and Dess-Martin periodinane (2.54 g, 5.99 mmol) was added portion-wise. After stirring for 2 h, more Dess-Martin periodinane (0.25 g, 5.99 mmol) was added. After 1 h, reaction was quenched with Na2S2O3 solution and stirred for 30 minutes. The mixture was diluted with CH2Cl2, washed with water, saturated sodium bicarbonate solution, brine and dried (MgSO4), filtered, concentrated and purified by CombiFlash (0 to 20% EtOAc/Hex) to ... The reactants are C1COC2(CCC(CC2)C2=CNC3=CC=C(C=C23)F)O1 (4-(5-fluoro-1H-3-indolyl)-cyclohexanone ethylene ketal). Solvent: O1CCCC1.Cl (tetrahydrofuran hydrochloric acid). Run at time 16 hour. The product is FC=1C=C2C(=CNC2=CC1)C1CCC(CC1)=O (4-(5-Fluoro-1H-3-indolyl)-cyclohexanone). Yield: 90.8%. RXN SMILES: C1O[C:4]2([CH2:9][CH2:8][CH:7]([C:10]3[C:18]4[C:13](=[CH:14][CH:15]=[C:16]([F:19])[CH:17]=4)[NH:12][CH:11]=3)[CH2:6][CH2:5]2)[O:3]C1>O1CCCC1.Cl>[F:19][C:16]1[CH:17]=[C:18]2[C:13](=[CH:14][CH:15]=1)[NH:12][CH:11]=[C:10]2[CH:7]1[CH2:6][CH2:5][C:4](=[O:3])[CH2:9][CH2:8]1 |f:1.2|. Reported procedure: A solution of 4-(5-fluoro-1H-3-indolyl)-cyclohexanone ethylene ketal (2.8 g, 0.01 mol) in 200 ml (1:1) tetrahydrofuran-hydrochloric acid (1N) was allowed to stir at room temperature for 16 hours. The mixture was concentrated to half volume. The aqueous was extracted with ethyl acetate. The organic extracts were washed with brine, dried (anhydrous sodium sulfate), and filtered. The crude product was purified by flash chromatography (40% ethyl acetate in hexane) to afford 2.1 g (91%) of product as... The reactants are Cc1noc(C)c1S(N)(=O)=O, CCN(Cc1cc(Cl)ccc1OC1C=CCCC1)c1ccc(C(=O)O)nn1. Product: CCN(Cc1cc(Cl)ccc1OC1C=CCCC1)c1ccc(C(=O)NS(=O)(=O)c2c(C)noc2C)nn1. Reaction SMILES: [CH3:28][c:29]1[n:30][o:31][c:32]([CH3:38])[c:33]1[S:34](=[O:35])(=[O:36])[NH2:37].[Cl:1][c:2]1[cH:3][cH:4][c:5]([O:21][CH:22]2[CH:23]=[CH:24][CH2:25][CH2:26][CH2:27]2)[c:6]([CH2:7][N:8]([CH2:9][CH3:10])[c:11]2[cH:12][cH:13][c:14]([C:17](=[O:18])[OH:19])[n:15][n:16]2)[cH:20]1>>[Cl:1][c:2]1[cH:3][cH:4][c:5]([O:21][CH:22]2[CH:23]=[CH:24][CH2:25][CH2:26][CH2:27]2)[c:6]([CH2:7][N:8]([CH2:9][CH3:10])[c:11]2[cH:12][cH:13][c:14]([C:17](=[O:19])[NH:37][S:34]([c:33]3[c:29]([CH3:28])[n:30][o:31][c:32]3[CH3:38])(=[O:35])=[O:36])[n:15][n:16]2)[cH:20]1.